From a dataset of the Open Reaction Database (ORD), a public repository of structured organic reaction records. describe an organic reaction: reactants, conditions, products, and yield The reactants are Brc1cc2ccccc2[nH]1, C1CCOC1, [Li]CCCC. The product is Cc1cc2ccccc2[nH]1. RXN SMILES: [Br:1][c:2]1[nH:3][c:4]2[cH:5][cH:6][cH:7][cH:8][c:9]2[cH:10]1.[CH2:16]1[O:17][CH2:18][CH2:19][CH2:20]1.[CH3:11][CH2:12][CH2:13][CH2:14][Li:15]>>[c:2]1([CH3:11])[nH:3][c:4]2[cH:5][cH:6][cH:7][cH:8][c:9]2[cH:10]1.